From a dataset of the Open Reaction Database (ORD), a public repository of structured organic reaction records. describe an organic reaction: reactants, conditions, products, and yield Reactants: C1(CCCCC1)N(C(NC=1SC(=CN1)SCC(=O)O)=O)CCC1=CC=CC=C1 ([2-(3-cyclohexyl-3-phenethyl-ureido)-thiazol-5-ylsulfanyl]-acetic acid), C(C)OC(CSC1=CN=C(S1)N)=O ((2-amino-thiazol-5-ylsulfanyl)-acetic acid ethyl ester), C(CC(C)C)=O (isovaleraldehyde), CC(CCN)C (3-methylbutylamine). Product: CC(CCN(C(NC=1SC(=CN1)SCC(=O)O)=O)CCC(C)C)C ({2-[3,3-Bis-(3-methyl-butyl)-ureido]-thiazol-5-ylsulfanyl}-acetic acid). Reaction SMILES: [CH:1]1([N:7]([CH2:21][CH2:22][C:23]2[CH:28]=CC=C[CH:24]=2)[C:8](=[O:20])[NH:9][C:10]2[S:11][C:12]([S:15][CH2:16][C:17]([OH:19])=[O:18])=[CH:13][N:14]=2)[CH2:6][CH2:5][CH2:4]CC1.[CH:29](=O)CC(C)C.CC(C)CCN.C(OC(=O)CSC1SC(N)=NC=1)C>>[CH3:29][CH:5]([CH3:4])[CH2:6][CH2:1][N:7]([CH2:21][CH2:22][CH:23]([CH3:24])[CH3:28])[C:8](=[O:20])[NH:9][C:10]1[S:11][C:12]([S:15][CH2:16][C:17]([OH:19])=[O:18])=[CH:13][N:14]=1. Procedure details: Prepared as described for the synthesis of [2-(3-cyclohexyl-3-phenethyl-ureido)-thiazol-5-ylsulfanyl]-acetic acid using isovaleraldehyde, 3-methylbutylamine and (2-amino-thiazol-5-ylsulfanyl)-acetic acid ethyl ester. Starting materials: C1CCOC1, CO, NN, Cn1nccc1-c1ccc(C(=O)NC(Cc2ccccc2C(F)(F)F)CN2C(=O)c3ccccc3C2=O)s1. Product: Cn1nccc1-c1ccc(C(=O)NC(CN)Cc2ccccc2C(F)(F)F)s1. Reaction SMILES: [CH2:43]1[O:44][CH2:45][CH2:46][CH2:47]1.[CH3:41][OH:42].[NH2:39][NH2:40].[O:1]=[C:2]1[N:3]([CH2:12][CH:13]([CH2:14][c:15]2[c:16]([C:21]([F:22])([F:23])[F:24])[cH:17][cH:18][cH:19][cH:20]2)[NH:25][C:26](=[O:27])[c:28]2[s:29][c:30](-[c:33]3[cH:34][cH:35][n:36][n:37]3[CH3:38])[cH:31][cH:32]2)[C:10](=[O:11])[c:5]2[c:4]1[cH:9][cH:8][cH:7][cH:6]2>>[NH2:3][CH2:12][CH:13]([CH2:14][c:15]1[c:16]([C:21]([F:22])([F:23])[F:24])[cH:17][cH:18][cH:19][cH:20]1)[NH:25][C:26](=[O:27])[c:28]1[s:29][c:30](-[c:33]2[cH:34][cH:35][n:36][n:37]2[CH3:38])[cH:31][cH:32]1. Starting materials: NCC(=O)N(C)C=1C(=C(COC=2C=3N(C=CC2)C(=C(N3)C)Br)C(=CC1)Cl)Cl (8-[3-(N-glycyl-N-methylamino)-2,6-dichlorobenzyloxy]-3-bromo-2-methylimidazo[1,2-a]pyridine), C(C)(=O)O (acetic acid), [O-]C#N.[Na+] (sodium cyanate). The solvent is O (water). Reaction conditions: time 1 hour. Product: BrC1=C(N=C2N1C=CC=C2OCC2=C(C(=CC=C2Cl)N(C(CNC(=O)N)=O)C)Cl)C (3-bromo-8-[2,6-dichloro-3-[N-methyl-N-(ureidoacetyl)amino]benzyloxy]-2-methylimidazo[1,2-a]pyridine). The yield is 66.0%. Reaction SMILES: [NH2:1][CH2:2][C:3]([N:5]([C:7]1[C:8]([Cl:27])=[C:9]([C:23]([Cl:26])=[CH:24][CH:25]=1)[CH2:10][O:11][C:12]1[C:13]2[N:14]([C:18]([Br:22])=[C:19]([CH3:21])[N:20]=2)[CH:15]=[CH:16][CH:17]=1)[CH3:6])=[O:4].C(O)(=O)C.[O-:32][C:33]#[N:34].[Na+]>O>[Br:22][C:18]1[N:14]2[CH:15]=[CH:16][CH:17]=[C:12]([O:11][CH2:10][C:9]3[C:23]([Cl:26])=[CH:24][CH:25]=[C:7]([N:5]([CH3:6])[C:3](=[O:4])[CH2:2][NH:1][C:33]([NH2:34])=[O:32])[C:8]=3[Cl:27])[C:13]2=[N:20][C:19]=1[CH3:21] |f:2.3|. Procedure: To a mixture of 8-[3-(N-glycyl-N-methylamino)-2,6-dichlorobenzyloxy]-3-bromo-2-methylimidazo[1,2-a]pyridine (100 mg), acetic acid (0.5 ml) and water (1.0 ml) was added an aqueous solution (1 ml) of sodium cyanate (138 mg) at 40° C. The mixture was stirred at the same temperature for 1 hour and evaporated in vacuo. The residue was partitioned into dichloromethane and a saturated aqueous solution of sodium hydrogen carbonate and the organic layer was separated. The aqueous layer was extracted with... The reactants are CCO, [Cl-], O=[N+]([O-])c1ccc2c(-c3ccccc3Cl)n[nH]c2c1, [NH4+], O. Yields the product Nc1ccc2c(-c3ccccc3Cl)n[nH]c2c1. Reaction SMILES: [CH3:22][CH2:23][OH:24].[Cl-:20].[Cl:1][c:2]1[c:3](-[c:8]2[n:9][nH:10][c:11]3[cH:12][c:13]([N+:17]([O-:18])=[O:19])[cH:14][cH:15][c:16]23)[cH:4][cH:5][cH:6][cH:7]1.[NH4+:21].[OH2:25]>>[Cl:1][c:2]1[c:3](-[c:8]2[n:9][nH:10][c:11]3[cH:12][c:13]([NH2:17])[cH:14][cH:15][c:16]23)[cH:4][cH:5][cH:6][cH:7]1. Reactants: Cl.Cl.N1(N=CN=C1)CCCCCN (1H-1,2,4-triazole-1-pentanamine dihydrochloride), [OH-].[Na+] (sodium hydroxide), ClC1=CC=C(C(=O)Cl)C=C1 (4-chloro benzoyl chloride), [OH-].[Na+] (sodium hydroxide). Solvent: C(Cl)Cl (methylene chloride), C(Cl)Cl (methylene chloride). Conditions: time 18 hour. The product is ClC1=CC=C(C(=O)NCCCCCN2N=CN=C2)C=C1 (4-Chloro-N-[5-(1H-1,2,4-triazol-1-yl)pentyl]benzamide). RXN SMILES: Cl.Cl.[N:3]1([CH2:8][CH2:9][CH2:10][CH2:11][CH2:12][NH2:13])[CH:7]=[N:6][CH:5]=[N:4]1.[OH-].[Na+].[Cl:16][C:17]1[CH:25]=[CH:24][C:20]([C:21](Cl)=[O:22])=[CH:19][CH:18]=1>C(Cl)Cl>[Cl:16][C:17]1[CH:25]=[CH:24][C:20]([C:21]([NH:13][CH2:12][CH2:11][CH2:10][CH2:9][CH2:8][N:3]2[CH:7]=[N:6][CH:5]=[N:4]2)=[O:22])=[CH:19][CH:18]=1 |f:0.1.2,3.4|. Reported procedure: A mixture of about 2.30 g of 1H-1,2,4-triazole-1-pentanamine dihydrochloride, about 75 ml of methylene chloride, about 30 ml of approximately 1N sodium hydroxide and about 1.2 ml of 4-chloro benzoyl chloride was stirred for about 18 hours, then about 5 ml of approximately 1N sodium hydroxide and about 50 ml of methylene chloride were added and the layers were separated. The organic layer was washed with water dried and concentrated, giving the desired product, mp 68°-70° C. Reaction SMILES: C([O:8][C:9]1[C:14]([I:15])=[CH:13][N:12]=[C:11]([NH:16][C:17]2[CH:25]=[CH:24][C:20]([C:21]([NH2:23])=[O:22])=[CH:19][CH:18]=2)[N:10]=1)C1C=CC=CC=1.FC(F)(F)C(O)=O>>[OH:8][C:9]1[C:14]([I:15])=[CH:13][N:12]=[C:11]([NH:16][C:17]2[CH:18]=[CH:19][C:20]([C:21]([NH2:23])=[O:22])=[CH:24][CH:25]=2)[N:10]=1. Starting materials: C(C1=CC=CC=C1)OC1=NC(=NC=C1I)NC1=CC=C(C(=O)N)C=C1 (4-((4-(benzyloxy)-5-iodopyrimidin-2-yl)amino)benzamide), FC(C(=O)O)(F)F (trifluoroacetic acid). Reported procedure: To 4-((4-(benzyloxy)-5-iodopyrimidin-2-yl)amino)benzamide (J10, 2.84 g), trifluoroacetic acid (25 mL) was added at room temperature, and the mixture was stirred at 40 to 50° C. for 8 hours. The reaction mixture was cooled to room temperature, and then the solvent was evaporated under reduced pressure. The obtained solid matter was washed with a mixed solvent of diisopropyl ether and chloroform, and then dried under reduced pressure to obtain 4-((4-hydroxy-5-iodopyrimidin-2-yl)amino)benzamide (J1... Reaction conditions: temperature 45 celsius, time 8 hour. Isolated yield 59.6%. Product: OC1=NC(=NC=C1I)NC1=CC=C(C(=O)N)C=C1 (4-((4-hydroxy-5-iodopyrimidin-2-yl)amino)benzamide). The reactants are C(C)(C)(C)OC(N(C)C1=CC=C2C=C(NC2=C1)C=1C(=NC=CC1I)OC)=O ([2-(4-iodo-2-methoxy-pyridin-3-yl)-1H-indol-6-yl]-methyl-carbamic acid tert-butyl ester), FC(C(=O)O)(F)F (2,2,2-trifluoroacetic acid). Run in C(Cl)Cl (CH2Cl2). The product is hexanes ethyl acetate, IC1=C(C(=NC=C1)OC)C=1NC2=CC(=CC=C2C1)NC ([2-(4-iodo-2-methoxy-pyridin-3-yl)-1H-indol-6-yl]-methyl-amine). Isolated yield 92.8%. Reaction SMILES: C(O[C:6](=O)[N:7]([C:9]1[CH:17]=[C:16]2[C:12]([CH:13]=[C:14]([C:18]3[C:19]([O:25][CH3:26])=[N:20][CH:21]=[CH:22][C:23]=3[I:24])[NH:15]2)=[CH:11][CH:10]=1)C)(C)(C)C.FC(F)(F)C(O)=O>C(Cl)Cl>[I:24][C:23]1[CH:22]=[CH:21][N:20]=[C:19]([O:25][CH3:26])[C:18]=1[C:14]1[NH:15][C:16]2[C:12]([CH:13]=1)=[CH:11][CH:10]=[C:9]([NH:7][CH3:6])[CH:17]=2. Procedure: A solution of [2-(4-iodo-2-methoxy-pyridin-3-yl)-1H-indol-6-yl]-methyl-carbamic acid tert-butyl ester (520 mg, 1.08 mmol) in CH2Cl2 (5 mL) was added 2,2,2-trifluoroacetic acid (1 mL) at 25° C. The solution was heated to reflux for 3 h. The solution was concentrated in vacuo and poured into water. The aqueous phase was extracted three times with ethyl acetate and the combined organic layers were washed with brine and dried over magnesium sulfate. Filtration followed by concentration in vacuo gave...